This data is from the Open Reaction Database (ORD), a public repository of structured organic reaction records. The task is: describe an organic reaction: reactants, conditions, products, and yield Starting materials: [N+](=O)([O-])C=1C=CC(=NC1)Cl (5-nitro-2-chloropyridine), [F-].[K+] (potassium fluoride), C1CCS(=O)(=O)C1 (sulfalone). Run in C1=CC=CC=C1 (benzene). Reaction conditions: time 20 minute. Product: [N+](=O)([O-])C=1C=CC(=NC1)F (5-nitro-2-fluoropyridine). Reaction SMILES: [N+:1]([C:4]1[CH:5]=[CH:6][C:7](Cl)=[N:8][CH:9]=1)([O-:3])=[O:2].[F-:11].[K+].C1CS(=O)(=O)CC1>C1C=CC=CC=1>[N+:1]([C:4]1[CH:5]=[CH:6][C:7]([F:11])=[N:8][CH:9]=1)([O-:3])=[O:2] |f:1.2|. Procedure details: A mixture of 5-nitro-2-chloropyridine (2.0 g, 12.6 mmol) and anhydrous potassium fluoride (2.2 g, 38 mmol) in a combination of sulfalone (6 mL) and benzene (4 mL) was stirred at RT for 20 min. The benzene was then removed by distillation. The resulting mixture was heated at 150° C. for 12 h. The mixture was cooled to RT whereupon water (60 mL) was added. The desired product was separated from the solution via steam distillation. Extraction of the distillate with diethyl ether (2×10 mL) followed ...